This data is from the Open Reaction Database (ORD), a public repository of structured organic reaction records. The task is: describe an organic reaction: reactants, conditions, products, and yield Reactants: C1(CCCC1)=O (cyclopentanone), O (Water), BrC1CC1 (bromocyclopropane), C(C)(C)(C)[Li] (tert-butyllithium), solution. The solvent is C(C)OCC (diethyl ether), C(C)OCC (Diethyl ether), C(C)OCC (diethyl ether), CCCCC (pentane). Reaction conditions: temperature -78 celsius, time 1 hour. Product: C1(CC1)C1(CCCC1)O (1-Cyclopropylcyclopentan-1-ol). The yield is 87.5%. Reaction SMILES: Br[CH:2]1[CH2:4][CH2:3]1.C([Li])(C)(C)C.[C:10]1(=[O:15])[CH2:14][CH2:13][CH2:12][CH2:11]1.O>C(OCC)C.CCCCC>[CH:2]1([C:10]2([OH:15])[CH2:14][CH2:13][CH2:12][CH2:11]2)[CH2:4][CH2:3]1. Procedure: To a solution of bromocyclopropane (2.54 ml, 31.7 mmol) in diethyl ether (50 ml) at −78° C. under nitrogen was added, dropwise, tert-butyllithium (18.2 ml of a 1.7 M solution in pentane, 31 mmol). Diethyl ether (30 ml) was then added and the mixture stirred for 1 hour at −78° C. A solution of cyclopentanone (2.74 ml, 34 mmol) in diethyl ether (40 ml) was then added dropwise. The reaction was stirred for 4 hours at −78° C. and was then allowed to warm to room temperature over 16 hours. Water (40 ... Starting materials: polyester, Cl (hydrochloric acid), NC(=O)N (urea), C(\C=C\C)=O (crotonaldehyde), C=C=O (ketene), [OH-].[Na+] (sodium hydroxide), C(\C=C\C=C\C)(=O)O (sorbic acid). Product: C(\C=C\C=C\C)(=O)[O-].[Na+] (sodium sorbate). RXN SMILES: C(=O)/C=C/C.C=C=O.Cl.NC(N)=O.[OH-].[Na+:15].[C:16]([OH:23])(=[O:22])/[CH:17]=[CH:18]/[CH:19]=[CH:20]/[CH3:21]>>[C:16]([O-:23])(=[O:22])/[CH:17]=[CH:18]/[CH:19]=[CH:20]/[CH3:21].[Na+:15] |f:4.5,7.8|. Procedure details: A related protocol is described in Japanese Unexamined Patent Application Publication No. 54-163516. Here, the polyester obtained from reacting crotonaldehyde and ketene is decomposed with hydrochloric acid in the presence of a urea compound. The resulting decomposition reaction mixture is filtered to yield crude sorbic acid. Aqueous sodium hydroxide solution is added to the crude sorbic acid to yield an aqueous sodium sorbate solution. The aqueous sodium sorbate solution is treated with activat... The reactants are CO, [H][H], NC(=O)CCC(C(=O)O)N1C(=O)c2cccc([N+](=O)[O-])c2C1=O. The product is NC(=O)CCC(C(=O)O)N1C(=O)c2cccc(N)c2C1=O. RXN SMILES: [CH3:26][OH:27].[H:24][H:25].[N+:1]([O-:2])(=[O:3])[c:4]1[c:5]2[c:9]([cH:10][cH:11][cH:12]1)[C:8](=[O:13])[N:7]([CH:14]([C:15](=[O:16])[OH:17])[CH2:18][CH2:19][C:20]([NH2:21])=[O:22])[C:6]2=[O:23]>>[NH2:1][c:4]1[c:5]2[c:9]([cH:10][cH:11][cH:12]1)[C:8](=[O:13])[N:7]([CH:14]([C:15](=[O:16])[OH:17])[CH2:18][CH2:19][C:20]([NH2:21])=[O:22])[C:6]2=[O:23]. Starting materials: CC(=O)SCC(C(=O)O)C(C)c1ccc(O)cc1, CC(N)C(=O)OCc1ccccc1. The product is CC(=O)SCC(C(=O)NC(C)C(=O)OCc1ccccc1)C(C)c1ccc(O)cc1. RXN SMILES: [C:1]([CH3:2])(=[O:3])[S:4][CH2:5][CH:6]([C:7](=[O:8])[OH:9])[CH:10]([CH3:11])[c:12]1[cH:13][cH:14][c:15]([OH:18])[cH:16][cH:17]1.[CH2:19]([c:20]1[cH:21][cH:22][cH:23][cH:24][cH:25]1)[O:26][C:27]([CH:28]([NH2:29])[CH3:30])=[O:31]>>[C:1]([CH3:2])(=[O:3])[S:4][CH2:5][CH:6]([C:7](=[O:9])[NH:29][CH:28]([C:27]([O:26][CH2:19][c:20]1[cH:21][cH:22][cH:23][cH:24][cH:25]1)=[O:31])[CH3:30])[CH:10]([CH3:11])[c:12]1[cH:13][cH:14][c:15]([OH:18])[cH:16][cH:17]1.